describe an organic reaction: reactants, conditions, products, and yield From a dataset of the Open Reaction Database (ORD), a public repository of structured organic reaction records. Starting materials: reaction product, C(\C=C\CCC)O (trans-2-hexenol), C[Si](OCC)(OCC)OCC (methyl triethoxysilane). The product is C(C\C=C/CC)O (cis-3-hexenol), C[Si](OCC)(OCC)OCC (methyl triethoxysilane). RXN SMILES: [CH2:1]([OH:7])/[CH:2]=[CH:3]/[CH2:4][CH2:5][CH3:6].[CH3:8][Si:9]([O:16][CH2:17][CH3:18])([O:13][CH2:14][CH3:15])[O:10][CH2:11][CH3:12]>>[CH2:1]([OH:7])[CH2:2]/[CH:3]=[CH:4]\[CH2:5][CH3:6].[CH3:8][Si:9]([O:10][CH2:11][CH3:12])([O:16][CH2:17][CH3:18])[O:13][CH2:14][CH3:15]. Reported procedure: 0.4 Percent of a reaction product formed by reacting a single perfume (trans-2-hexenol) with methyl triethoxysilane in a molar ratio of 2:1, which was used in the foregoing Reference Example, and 0.9 percent of a reaction product formed from cis-3-hexenol and methyl triethoxysilane in a molar ratio of 2:1, were mixed with 98.7 percent of another perfume component to prepare a green apple type blend perfume. A fragrant article was prepared by impregnating the blend perfume into circular filter pa...